Dataset: the Open Reaction Database (ORD), a public repository of structured organic reaction records. Task: describe an organic reaction: reactants, conditions, products, and yield The reactants are CC(C)c1ccc(S(=O)(=O)Cl)cc1, ClCCl, CCC(=O)NCC1Cc2cccc(N)c2C1, c1ccncc1. Yields the product CCC(=O)NCC1Cc2cccc(NS(=O)(=O)c3ccc(C(C)C)cc3)c2C1. As a reaction SMILES: [CH:17]([CH3:18])([CH3:19])[c:20]1[cH:21][cH:22][c:23]([S:26](=[O:27])(=[O:28])[Cl:29])[cH:24][cH:25]1.[Cl:30][CH2:31][Cl:32].[NH2:1][c:2]1[c:3]2[c:7]([cH:8][cH:9][cH:10]1)[CH2:6][CH:5]([CH2:11][NH:12][C:13]([CH2:14][CH3:15])=[O:16])[CH2:4]2.[n:33]1[cH:34][cH:35][cH:36][cH:37][cH:38]1>>[NH:1]([c:2]1[c:3]2[c:7]([cH:8][cH:9][cH:10]1)[CH2:6][CH:5]([CH2:11][NH:12][C:13]([CH2:14][CH3:15])=[O:16])[CH2:4]2)[S:26]([c:23]1[cH:22][cH:21][c:20]([CH:17]([CH3:18])[CH3:19])[cH:25][cH:24]1)(=[O:27])=[O:28]. Reactants: CC1=C(C(=O)OCCNC(=O)c2ccccc2C(=O)O)C(c2cccc([N+](=O)[O-])c2)C(C(=O)OCCNC(=O)c2ccccc2C(=O)O)=C(C)N1, O. Product: CC1=C(C(=O)O)C(c2cccc([N+](=O)[O-])c2)C(C(=O)OCCNC(=O)c2ccccc2C(=O)O)=C(C)N1. As a reaction SMILES: [C:1]([c:2]1[cH:3][cH:4][cH:5][cH:6][c:7]1[C:8]([NH:9][CH2:10][CH2:48][O:11][C:12](=[O:13])[C:14]1=[C:15]([CH3:47])[NH:16][C:17]([CH3:46])=[C:18]([C:29](=[O:30])[O:31][CH2:32][CH2:33][NH:34][C:35]([c:36]2[c:37]([C:42](=[O:43])[OH:44])[cH:38][cH:39][cH:40][cH:41]2)=[O:45])[CH:19]1[c:20]1[cH:21][c:22]([N+:26](=[O:27])[O-:28])[cH:23][cH:24][cH:25]1)=[O:49])([OH:50])=[O:51].[OH2:52]>>[O:11]=[C:12]([OH:13])[C:14]1=[C:15]([CH3:47])[NH:16][C:17]([CH3:46])=[C:18]([C:29](=[O:30])[O:31][CH2:32][CH2:33][NH:34][C:35]([c:36]2[c:37]([C:42](=[O:43])[OH:44])[cH:38][cH:39][cH:40][cH:41]2)=[O:45])[CH:19]1[c:20]1[cH:21][c:22]([N+:26](=[O:27])[O-:28])[cH:23][cH:24][cH:25]1. The reactants are CO, N#CCc1cccc(Nc2ncc3c(n2)-c2ccc(Cl)cc2NC(=O)C3)c1, N, O. Yields the product NCCc1cccc(Nc2ncc3c(n2)-c2ccc(Cl)cc2NC(=O)C3)c1. RXN SMILES: [CH3:29][OH:30].[Cl:1][c:2]1[cH:3][cH:4][c:5]2[c:6]([cH:27]1)[NH:7][C:8](=[O:26])[CH2:9][c:10]1[c:11]-2[n:12][c:13]([NH:16][c:17]2[cH:18][c:19]([CH2:23][C:24]#[N:25])[cH:20][cH:21][cH:22]2)[n:14][cH:15]1.[NH3:28].[OH2:31]>>[Cl:1][c:2]1[cH:3][cH:4][c:5]2[c:6]([cH:27]1)[NH:7][C:8](=[O:26])[CH2:9][c:10]1[c:11]-2[n:12][c:13]([NH:16][c:17]2[cH:18][c:19]([CH2:23][CH2:24][NH2:25])[cH:20][cH:21][cH:22]2)[n:14][cH:15]1.